Dataset: the Open Reaction Database (ORD), a public repository of structured organic reaction records. Task: describe an organic reaction: reactants, conditions, products, and yield Starting materials: FC1=C(NC=2C(=CN(C(C2)=O)C)C(=O)N)C=CC(=C1)C#CCO (4-[2-Fluoro-4-(3-hydroxy-1-propynyl)anilino]-1-methyl-6-oxo-1,6-dihydro-3-pyridinecarboxamide). Reagents/catalysts: [Pd] (Pd/C). Solvent: CO.C1CCOC1 (MeOH THF). Yields the product FC1=C(NC=2C(=CN(C(C2)=O)C)C(=O)N)C=CC(=C1)CCCO (4-[2-fluoro-4-(3-hydroxypropyl)anilino]-1-methyl-6-oxo-1,6-dihydro-3-pyridinecarboxamide). The yield is 90.0%. RXN SMILES: [F:1][C:2]1[CH:19]=[C:18]([C:20]#[C:21][CH2:22][OH:23])[CH:17]=[CH:16][C:3]=1[NH:4][C:5]1[C:6]([C:13]([NH2:15])=[O:14])=[CH:7][N:8]([CH3:12])[C:9](=[O:11])[CH:10]=1>CO.C1COCC1.[Pd]>[F:1][C:2]1[CH:19]=[C:18]([CH2:20][CH2:21][CH2:22][OH:23])[CH:17]=[CH:16][C:3]=1[NH:4][C:5]1[C:6]([C:13]([NH2:15])=[O:14])=[CH:7][N:8]([CH3:12])[C:9](=[O:11])[CH:10]=1 |f:1.2|. Procedure details: 4-[2-Fluoro-4-(3-hydroxy-1-propynyl)anilino]-1-methyl-6-oxo-1,6-dihydro-3-pyridinecarboxamide was hydrogenated in MeOH/THF in the presence of 5% Pd/C as for example 3. Purification of the crude oil was carried out by column chromatography on silica gel (5% MeOH/CH2Cl2 as eluant) to give 4-[2-fluoro-4-(3-hydroxypropyl)anilino]-1-methyl-6-oxo-1,6-dihydro-3-pyridinecarboxamide as a crystalline cream solid (90%), m.p. (EtOAc/MeOH) 214-216° C. 1H NMR [(CD3)2SO, 400 MHz] δ 10.15 (s, 1H), 8.32 (s, 1H),... Starting materials: ClC1=CC=C(C=C1)C=CC(=O)C1=CC=C(C=C1)OCOC (3-(4-chlorophenyl)-1-(4-methoxymethoxy-phenyl)prop-2-en-1-one), C(CC(=O)OC)(=O)OC (dimethyl malonate). The product is ClC1=CC=C(C=C1)C(CC(=O)C1=CC=C(C=C1)OCOC)C(C(=O)OC)C(=O)OC (dimethyl 2-(1-(4-chlorophenyl)-3-(4-(methoxymethoxy)phenyl)-3-oxopropyl)malonate). RXN SMILES: [Cl:1][C:2]1[CH:7]=[CH:6][C:5]([CH:8]=[CH:9][C:10]([C:12]2[CH:17]=[CH:16][C:15]([O:18][CH2:19][O:20][CH3:21])=[CH:14][CH:13]=2)=[O:11])=[CH:4][CH:3]=1.[C:22]([O:29][CH3:30])(=[O:28])[CH2:23][C:24]([O:26][CH3:27])=[O:25]>>[Cl:1][C:2]1[CH:7]=[CH:6][C:5]([CH:8]([CH:23]([C:22]([O:29][CH3:30])=[O:28])[C:24]([O:26][CH3:27])=[O:25])[CH2:9][C:10]([C:12]2[CH:13]=[CH:14][C:15]([O:18][CH2:19][O:20][CH3:21])=[CH:16][CH:17]=2)=[O:11])=[CH:4][CH:3]=1. Procedure: By a procedure similar to that of example 1.59.2, starting from 3-(4-chlorophenyl)-1-(4-methoxymethoxy-phenyl)prop-2-en-1-one and dimethyl malonate, dimethyl 2-(1-(4-chlorophenyl)-3-(4-(methoxymethoxy)phenyl)-3-oxopropyl)malonate was obtained as colourless solid.